From a dataset of the Open Reaction Database (ORD), a public repository of structured organic reaction records. describe an organic reaction: reactants, conditions, products, and yield The reactants are resultant mixture, CC(C(=O)Cl)(C)C (trimethylacetyl chloride), [K] (potassium), CC(C)N1S(NC2=C(C1=O)C=CC=C2)(=O)=O (3-(1-methylethyl)-1H-2,1,3-benzothiadiazin-4(3H)-one-2,2-dioxide). Run in C(C)#N (acetonitrile), C(C)#N (acetonitrile). Product: CC(C)N1S(N(C2=C(C1=O)C=CC=C2)C(C(C)(C)C)=O)(=O)=O (3-(1-methylethyl)-1-(2,2-dimethyl-1-oxopropyl)-1H- -2,1,3-benzothiadiazin-4 (3H)-one-2,2-dioxide). As a reaction SMILES: [K].[CH3:2][CH:3]([N:5]1[C:10](=[O:11])[C:9]2[CH:12]=[CH:13][CH:14]=[CH:15][C:8]=2[NH:7][S:6]1(=[O:17])=[O:16])[CH3:4].[CH3:18][C:19]([CH3:24])([CH3:23])[C:20](Cl)=[O:21]>C(#N)C>[CH3:4][CH:3]([N:5]1[C:10](=[O:11])[C:9]2[CH:12]=[CH:13][CH:14]=[CH:15][C:8]=2[N:7]([C:20](=[O:21])[C:19]([CH3:24])([CH3:23])[CH3:18])[S:6]1(=[O:17])=[O:16])[CH3:2] |^1:0|. Reported procedure: To 100 ml of acetonitrile was added 11.6 g of the potassium salt of 3-(1-methylethyl)-1H-2,1,3-benzothiadiazin-4(3H)-one-2,2-dioxide. To the resultant stirred mixture was added dropwise 5.4 ml of trimethylacetyl chloride in 50 ml of acetonitrile over a 0.5 hour period. The resultant mixture was heated at 38°-40° C. for 22 hours, cooled, filtered and the solvent removed from the filtrate in vacuo. The residue was dissolved in 100 ml of ether and extracted with 100 ml of 5% potassium carbonate. Th...